This data is from the Open Reaction Database (ORD), a public repository of structured organic reaction records. The task is: describe an organic reaction: reactants, conditions, products, and yield The reactants are C=CC#N, C[N+](C)(C)Cc1ccccc1, CCOCC, CO, FC(F)(F)Sc1cccc(N2CCNCC2)c1, [OH-]. Yields the product N#CCCN1CCN(c2cccc(SC(F)(F)F)c2)CC1. As a reaction SMILES: [CH2:18]=[CH:19][C:20]#[N:21].[CH2:23]([N+:24]([CH3:25])([CH3:26])[CH3:27])[c:28]1[cH:29][cH:30][cH:31][cH:32][cH:33]1.[CH3:34][CH2:35][O:36][CH2:37][CH3:38].[CH3:39][OH:40].[F:1][C:2]([S:3][c:4]1[cH:5][c:6]([N:10]2[CH2:11][CH2:12][NH:13][CH2:14][CH2:15]2)[cH:7][cH:8][cH:9]1)([F:16])[F:17].[OH-:22]>>[F:1][C:2]([S:3][c:4]1[cH:5][c:6]([N:10]2[CH2:11][CH2:12][N:13]([CH2:18][CH2:19][C:20]#[N:21])[CH2:14][CH2:15]2)[cH:7][cH:8][cH:9]1)([F:16])[F:17]. Reactants: N=C1CCCN1Cc1ccccc1, O=C=Nc1cccc(Cl)c1, F[B-](F)(F)F, c1ccccc1. Product: O=C(N=C1CCCN1Cc1ccccc1)Nc1cccc(Cl)c1. RXN SMILES: [CH2:6]([c:7]1[cH:8][cH:9][cH:10][cH:11][cH:12]1)[N:13]1[C:14](=[NH:18])[CH2:15][CH2:16][CH2:17]1.[Cl:19][c:20]1[cH:21][c:22]([N:26]=[C:27]=[O:28])[cH:23][cH:24][cH:25]1.[F:1][B-:2]([F:3])([F:4])[F:5].[cH:29]1[cH:30][cH:31][cH:32][cH:33][cH:34]1>>[CH2:6]([c:7]1[cH:8][cH:9][cH:10][cH:11][cH:12]1)[N:13]1[C:14](=[N:18][C:27]([NH:26][c:22]2[cH:21][c:20]([Cl:19])[cH:25][cH:24][cH:23]2)=[O:28])[CH2:15][CH2:16][CH2:17]1. Reactants: CCCc1ccc(Br)s1, CCCc1ccc(-c2cc(F)c(B(O)O)c(F)c2)cc1, Cc1ccccc1, [Na+], [Na+], [Na+], O, O, O, O, O, O, O, O, O, O, O, O, O, O=P([O-])(O)O, O=P([O-])([O-])O, c1ccc(P(c2ccccc2)(c2ccccc2)[Pd](P(c2ccccc2)(c2ccccc2)c2ccccc2)(P(c2ccccc2)(c2ccccc2)c2ccccc2)P(c2ccccc2)(c2ccccc2)c2ccccc2)cc1. The product is CCCc1ccc(-c2cc(F)c(-c3ccc(CCC)s3)c(F)c2)cc1. As a reaction SMILES: [Br:1][c:2]1[s:3][c:4]([CH2:7][CH2:8][CH3:9])[cH:5][cH:6]1.[CH2:10]([CH2:11][CH3:12])[c:13]1[cH:14][cH:15][c:16](-[c:19]2[cH:20][c:21]([F:29])[c:22]([B:26]([OH:27])[OH:28])[c:23]([F:25])[cH:24]2)[cH:17][cH:18]1.[CH3:55][c:56]1[cH:57][cH:58][cH:59][cH:60][cH:61]1.[Na+:30].[Na+:53].[Na+:54].[OH2:36].[OH2:37].[OH2:38].[OH2:39].[OH2:40].[OH2:41].[OH2:42].[OH2:43].[OH2:44].[OH2:45].[OH2:46].[OH2:47].[OH2:62].[OH:31][P:32](=[O:33])([O-:34])[OH:35].[P:48]([O-:49])([O-:50])([OH:51])=[O:52].[cH:63]1[cH:64][cH:65][c:66]([P:67]([Pd:68]([P:69]([c:70]2[cH:71][cH:72][cH:73][cH:74][cH:75]2)([c:76]2[cH:77][cH:78][cH:79][cH:80][cH:81]2)[c:82]2[cH:83][cH:84][cH:85][cH:86][cH:87]2)([P:88]([c:89]2[cH:90][cH:91][cH:92][cH:93][cH:94]2)([c:95]2[cH:96][cH:97][cH:98][cH:99][cH:100]2)[c:101]2[cH:102][cH:103][cH:104][cH:105][cH:106]2)[P:107]([c:108]2[cH:109][cH:110][cH:111][cH:112][cH:113]2)([c:114]2[cH:115][cH:116][cH:117][cH:118][cH:119]2)[c:120]2[cH:121][cH:122][cH:123][cH:124][cH:125]2)([c:126]2[cH:127][cH:128][cH:129][cH:130][cH:131]2)[c:132]2[cH:133][cH:134][cH:135][cH:136][cH:137]2)[cH:138][cH:139]1>>[c:2]1(-[c:22]2[c:21]([F:29])[cH:20][c:19](-[c:16]3[cH:15][cH:14][c:13]([CH2:10][CH2:11][CH3:12])[cH:18][cH:17]3)[cH:24][c:23]2[F:25])[s:3][c:4]([CH2:7][CH2:8][CH3:9])[cH:5][cH:6]1.